This data is from the Open Reaction Database (ORD), a public repository of structured organic reaction records. The task is: describe an organic reaction: reactants, conditions, products, and yield Starting materials: C12C(C3CC(CC(C1)C3)C2)C(C2=C(C=C(C(=O)OC(C)(C)C)C=C2)Cl)O (tert-butyl 4-(adamantan-2-yl(hydroxy)methyl)-3-chlorobenzoate), [H-].[Na+] (sodium hydride), C(C1=CC=CC=C1)Br (Benzyl bromide). The reagents and catalysts are [I-].C(CCC)[N+](CCCC)(CCCC)CCCC (tetrabutylammonium iodide). Solvent: CN(C=O)C (dimethylformamide). Conditions: time 1 hour. Yields the product C12C(C3CC(CC(C1)C3)C2)C(C2=C(C=C(C(=O)OC(C)(C)C)C=C2)Cl)OCC2=CC=CC=C2 (tert-butyl 4-(adamantan-2-yl(benzyloxy)methyl)-3-chlorobenzoate). Isolated yield 93.6%. As a reaction SMILES: [CH:1]12[CH2:10][CH:5]3[CH2:6][CH:7]([CH2:9][CH:3]([CH2:4]3)[CH:2]1[CH:11]([OH:26])[C:12]1[CH:24]=[CH:23][C:15]([C:16]([O:18][C:19]([CH3:22])([CH3:21])[CH3:20])=[O:17])=[CH:14][C:13]=1[Cl:25])[CH2:8]2.[H-].[Na+].[CH2:29](Br)[C:30]1[CH:35]=[CH:34][CH:33]=[CH:32][CH:31]=1>CN(C)C=O.[I-].C([N+](CCCC)(CCCC)CCCC)CCC>[CH:1]12[CH2:10][CH:5]3[CH2:6][CH:7]([CH2:9][CH:3]([CH2:4]3)[CH:2]1[CH:11]([O:26][CH2:29][C:30]1[CH:35]=[CH:34][CH:33]=[CH:32][CH:31]=1)[C:12]1[CH:24]=[CH:23][C:15]([C:16]([O:18][C:19]([CH3:21])([CH3:22])[CH3:20])=[O:17])=[CH:14][C:13]=1[Cl:25])[CH2:8]2 |f:1.2,5.6|. Procedure details: To a solution of tert-butyl 4-(adamantan-2-yl(hydroxy)methyl)-3-chlorobenzoate (0.32 mg, 1.00 mmol) in anhydrous dimethylformamide (5 mL) was added sodium hydride (60% dispersion in mineral oil, 0.048 g, 1.2 mmol) at 0° C. The reaction mixture was allowed to warm to ambient temperature and stirred for 1 hour. Benzyl bromide (0.24 mL, 2.00 mmol) and tetrabutylammonium iodide (0.037 g, 0.10 mmol) was added and the reaction mixture was stirred for 16 hours at ambient temperature. After quenched wit...